From a dataset of the Open Reaction Database (ORD), a public repository of structured organic reaction records. describe an organic reaction: reactants, conditions, products, and yield Starting materials: C(C)(C)(C)NC(C1=CC(=CC=C1)CN1C(CN(CC1)C(C1=CC(=C(C=C1)[N+](=O)[O-])F)=O)CF)=O (N-tert-butyl-3-((4-(3-fluoro-4-nitrobenzoyl)-2-(fluoromethyl)piperazin-1-yl)methyl)benzamide), Cl (hydrochloric acid). The reagents and catalysts are [Fe] (iron). Run in C(C)(C)O (isopropyl alcohol). The product is NC1=C(C=C(C(=O)N2CC(N(CC2)CC=2C=C(C(=O)NC(C)(C)C)C=CC2)CF)C=C1)F (3-((4-(4-Amino-3-fluorobenzoyl)-2-(fluoromethyl)piperazin-1-yl)methyl)-N-tert-butylbenzamide). The yield is 36.7%. RXN SMILES: [C:1]([NH:5][C:6](=[O:34])[C:7]1[CH:12]=[CH:11][CH:10]=[C:9]([CH2:13][N:14]2[CH2:19][CH2:18][N:17]([C:20](=[O:31])[C:21]3[CH:26]=[CH:25][C:24]([N+:27]([O-])=O)=[C:23]([F:30])[CH:22]=3)[CH2:16][CH:15]2[CH2:32][F:33])[CH:8]=1)([CH3:4])([CH3:3])[CH3:2].Cl>C(O)(C)C.[Fe]>[NH2:27][C:24]1[CH:25]=[CH:26][C:21]([C:20]([N:17]2[CH2:18][CH2:19][N:14]([CH2:13][C:9]3[CH:8]=[C:7]([CH:12]=[CH:11][CH:10]=3)[C:6]([NH:5][C:1]([CH3:4])([CH3:3])[CH3:2])=[O:34])[CH:15]([CH2:32][F:33])[CH2:16]2)=[O:31])=[CH:22][C:23]=1[F:30]. Reported procedure: N-tert-butyl-3-((4-(3-fluoro-4-nitrobenzoyl)-2-(fluoromethyl)piperazin-1-yl)methyl)benzamide (435 mg, 0.92 mmol), iron powder (558 mg, 10 mmol) and 1M hydrochloric acid (1.5 mL, 1.5 mmol) were stirred in isopropyl alcohol (30 mL) for 1 hour. The reaction was concentrated under reduced pressure and the residue partitioned between dichloromethane and water. The organic layer was separated, dried (sodium sulfate) and concentrated under reduced pressure. The crude product was purified using silica c... RXN SMILES: [CH3:22][N:23]([CH3:24])[CH:25]=[O:26].[ClH:17].[OH:1][c:2]1[cH:3][cH:4][cH:5][n:6]2[c:7]1[n:8][c:9]([CH3:16])[c:10]([CH2:13][CH2:14][OH:15])[c:11]2=[O:12].[S:18]([Cl:19])([Cl:20])=[O:21]>>[OH:1][c:2]1[cH:3][cH:4][cH:5][n:6]2[c:7]1[n:8][c:9]([CH3:16])[c:10]([CH2:13][CH2:14][Cl:20])[c:11]2=[O:12]. Yields the product Cc1nc2c(O)cccn2c(=O)c1CCCl. Reactants: CN(C)C=O, Cl, Cc1nc2c(O)cccn2c(=O)c1CCO, O=S(Cl)Cl.